Dataset: the Open Reaction Database (ORD), a public repository of structured organic reaction records. Task: describe an organic reaction: reactants, conditions, products, and yield The reactants are ClC1=C(CCl)C(=CC=C1)Cl (2,6-dichlorobenzyl chloride), [Mg] (magnesium), Cl (hydrochloric acid), CN(C=O)C (N,N-dimethylformamide). Run in C(C)OCC (diethyl ether), C(C)OCC (diethyl ether). Reaction conditions: time 30 minute. Product: ClC1=C(C(=CC=C1)Cl)CC=O (2,6-dichlorophenylacetaldehyde). The yield is 62.3%. RXN SMILES: [Mg].[Cl:2][C:3]1[CH:10]=[CH:9][CH:8]=[C:7]([Cl:11])[C:4]=1[CH2:5]Cl.CN(C)[CH:14]=[O:15].Cl>C(OCC)C>[Cl:2][C:3]1[CH:10]=[CH:9][CH:8]=[C:7]([Cl:11])[C:4]=1[CH2:5][CH:14]=[O:15]. Reported procedure: A 200-mL three-necked flask equipped with a thermometer, a dropping funnel, a three-way stopcock, and a mechanical stirrer was purged with nitrogen. Thereto, were added 1.85 g (76 mmol) of magnesium, and 30 mL of diethyl ether. The dropping funnel was filled with a solution of 13.5 g (69 mmol) of 2,6-dichlorobenzyl chloride (produced by Tokyo Kasei K.K.) in 40 mL of diethyl ether. The solution was added dropwise into the flask by keeping the temperature of the reaction system at about 30° C. The... Product: ClCC(=O)N(C1=C(C=CC=C1C)CC)CC=1N=CSC1 (2-chloro-N-(thiazol-4-yl)methyl-N-(2-ethyl-6-methylphenyl)acetamide). RXN SMILES: [S:1]1[CH:5]=[C:4]([CH2:6][NH:7][C:8]2[C:13]([CH3:14])=[CH:12][CH:11]=[CH:10][C:9]=2[CH2:15][CH3:16])[N:3]=[CH:2]1.[Cl:17][CH2:18][C:19](Cl)=[O:20]>C1(C)C=CC=CC=1>[Cl:17][CH2:18][C:19]([N:7]([CH2:6][C:4]1[N:3]=[CH:2][S:1][CH:5]=1)[C:8]1[C:13]([CH3:14])=[CH:12][CH:11]=[CH:10][C:9]=1[CH2:15][CH3:16])=[O:20]. Solvent: C1(=CC=CC=C1)C (toluene). Reactants: S1C=NC(=C1)CNC1=C(C=CC=C1C)CC (N-(thiazol-4-yl)methyl-2-ethyl-6-methylaniline), ClCC(=O)Cl (chloroacetyl chloride). Procedure: A mixture of 3.5 g N-(thiazol-4-yl)methyl-2-ethyl-6-methylaniline (from Example 11) and 125 ml toluene was heated to reflux and 1.7 g chloroacetyl chloride was added dropwise. The mixture was refluxed for 2 hours, cooled, stripped and purified on a silica-gel column using methylene chloride followed by 2% methanol:methylene chloride. C15H17ClN2O5 : calc., %C 58.35, %H 5.51, %N, 9.08; found, %C 57.07, %H 5.58, %N 7.81. Starting materials: COCCCCCCCCCCCC(=O)N (12-Methoxydodecanamide), COC1=CC=C(C=C1)P1(SP(S1)(C1=CC=C(C=C1)OC)=S)=S (2,4-bis (4-methoxyphenyl)-1,3-dithia-2,4-diphosphetane-2,4-disulfide). Run in O1CCCC1 (tetrahydrofuran). Reaction conditions: time 1 day. Yields the product COCCCCCCCCCCCC(N)=S (12-Methoxydodecanethioamide). Isolated yield 127.3%. RXN SMILES: [CH3:1][O:2][CH2:3][CH2:4][CH2:5][CH2:6][CH2:7][CH2:8][CH2:9][CH2:10][CH2:11][CH2:12][CH2:13][C:14]([NH2:16])=O.COC1C=CC(P2(=S)SP(=S)(C3C=CC(OC)=CC=3)[S:26]2)=CC=1>O1CCCC1>[CH3:1][O:2][CH2:3][CH2:4][CH2:5][CH2:6][CH2:7][CH2:8][CH2:9][CH2:10][CH2:11][CH2:12][CH2:13][C:14](=[S:26])[NH2:16]. Procedure: To the title product from Example 12 (1.0 g, 5 mmol) in 70 mL of anhydrous tetrahydrofuran was added 2,4-bis (4-methoxyphenyl)-1,3-dithia-2,4-diphosphetane-2,4-disulfide [Lawesson's Reagent] (1.0 g, 2 mmol). After stirring at room temperature for 1 day, the solvent was removed by rotary evaporator and the resulting residue waspurified by chromatography on silica gel using 30-70 ethyl acetate-hexane as eluant to give the title compound (625 mg) as a white solid, m.p. 86.8°-89.2° C. (DSC). The str... Reactants: Cl.COC=1C=C2C(C=C(OC2=C(C1)N1CCN(CC1)C)C(=O)O)=O (6-methoxy-8-(4-Methyl-piperazin-1-yl)-4-oxo-4H-chromene-2-carboxylic acid hydrochloride), N1(CCOCC1)C(=O)C1=CC=C(C=C1)NC(=O)C=1OC2=C(C=CC=C2C(C1)=O)N1CCN(CC1)C (8-(4-Methyl-piperazin-1-yl)-4-oxo-4H-chromene-2-carboxylic acid [4-(1-morpholin-4-yl-methanoyl)-phenyl]-amide). Product: N1(CCOCC1)C=1C=C(C=CC1)NC(=O)C=1OC2=C(C=C(C=C2C(C1)=O)OC)N1CCN(CC1)C (6-Methoxy-8-(4-methyl-piperazin-1-yl)-4-oxo-4H-chromene-2-carboxylic acid (3-morpholin-4-yl-phenyl)-amide). Reaction SMILES: Cl.[CH3:2][O:3][C:4]1[CH:5]=[C:6]2[C:11](=[C:12]([N:14]3[CH2:19][CH2:18][N:17]([CH3:20])[CH2:16][CH2:15]3)[CH:13]=1)[O:10][C:9]([C:21]([OH:23])=O)=[CH:8][C:7]2=[O:24].[N:25]1([C:31]([C:33]2[CH:38]=[CH:37][C:36]([NH:39]C(C3OC4C(C(=O)C=3)=CC=CC=4N3CCN(C)CC3)=O)=[CH:35]C=2)=O)[CH2:30][CH2:29][O:28][CH2:27][CH2:26]1>>[N:25]1([C:31]2[CH:35]=[C:36]([NH:39][C:21]([C:9]3[O:10][C:11]4[C:6]([C:7](=[O:24])[CH:8]=3)=[CH:5][C:4]([O:3][CH3:2])=[CH:13][C:12]=4[N:14]3[CH2:15][CH2:16][N:17]([CH3:20])[CH2:18][CH2:19]3)=[O:23])[CH:37]=[CH:38][CH:33]=2)[CH2:26][CH2:27][O:28][CH2:29][CH2:30]1 |f:0.1|. Procedure details: This compound was prepared from 6-methoxy-8-(4-Methyl-piperazin-1-yl)-4-oxo-4H-chromene-2-carboxylic acid hydrochloride (Reference Example 2) and 3-morpholin-4-yl-phenylamine (Reference Example 18) as prepared in Example 12, yielding a yellow solid. (80 mg=60%), LCMS-m/z=479.5. Starting materials: C1CCNCC1, CCc1ccc(C=O)s1, Cl, O, O=C(O)CC(=O)O, c1ccncc1. The product is CCc1ccc(C=CC(=O)O)s1. Reaction SMILES: [CH2:17]1[CH2:18][CH2:19][NH:20][CH2:21][CH2:22]1.[CH2:8]([CH3:9])[c:10]1[cH:11][cH:12][c:13]([CH:15]=[O:16])[s:14]1.[ClH:23].[OH2:30].[OH:1][C:2](=[O:3])[CH2:4][C:5](=[O:6])[OH:7].[cH:24]1[cH:25][cH:26][n:27][cH:28][cH:29]1>>[OH:1][C:2](=[O:3])[CH:4]=[CH:5][c:13]1[cH:12][cH:11][c:10]([CH2:8][CH3:9])[s:14]1. Starting materials: NC1=CC=C2C(=N1)C(=CN2)C2CCN(CC2)C (5-amino-3-(1-methylpiperidin-4-yl)pyrrolo[3,2-b]pyridine), CC(CC(=O)Cl)C (3-methylbutanoyl chloride). The product is CC(CC(=O)NC1=CC=C2C(=N1)C(=CN2)C2CCN(CC2)C)C (5-(N-[3-methylbutanoyl]amino)-3-(1-methylpiperidin-4-yl)pyrrolo[3,2-b]pyridine). Isolated yield 57.8%. As a reaction SMILES: [NH2:1][C:2]1[N:7]=[C:6]2[C:8]([CH:11]3[CH2:16][CH2:15][N:14]([CH3:17])[CH2:13][CH2:12]3)=[CH:9][NH:10][C:5]2=[CH:4][CH:3]=1.[CH3:18][CH:19]([CH3:24])[CH2:20][C:21](Cl)=[O:22]>>[CH3:18][CH:19]([CH3:24])[CH2:20][C:21]([NH:1][C:2]1[N:7]=[C:6]2[C:8]([CH:11]3[CH2:16][CH2:15][N:14]([CH3:17])[CH2:13][CH2:12]3)=[CH:9][NH:10][C:5]2=[CH:4][CH:3]=1)=[O:22]. Procedure details: Beginning with 0.010 gm (0.044 mMol) 5-amino-3-(1-methylpiperidin-4-yl)pyrrolo[3,2-b]pyridine and 0.048 mMol 3-methylbutanoyl chloride, 0.008 gm (60%) of the title compound were prepared essentially by the procedure described in Example 7. Reactants: CCCCCCCCS, CN1CCCC1=O, CC(C)(C)c1cc(-n2nc3ccc(Cl)cc3n2)c(O)c(C(C)(C)C)c1, Cl, [K+], [OH-], Cc1ccccc1C. Product: CCCCCCCCSc1ccc2nn(-c3cc(C(C)(C)C)cc(C(C)(C)C)c3O)nc2c1. RXN SMILES: [CH2:35]([CH2:36][CH2:37][CH2:38][CH2:39][CH2:40][CH2:41][CH3:42])[SH:43].[CH3:26][N:27]1[CH2:28][CH2:29][CH2:30][C:31]1=[O:32].[Cl:1][c:2]1[cH:3][c:4]2[c:5]([n:6][n:7](-[c:9]3[c:10]([OH:23])[c:11]([C:19]([CH3:20])([CH3:21])[CH3:22])[cH:12][c:13]([C:15]([CH3:16])([CH3:17])[CH3:18])[cH:14]3)[n:8]2)[cH:24][cH:25]1.[ClH:44].[K+:34].[OH-:33].[c:45]1([CH3:46])[c:47]([CH3:48])[cH:49][cH:50][cH:51][cH:52]1>>[c:2]1([S:43][CH2:35][CH2:36][CH2:37][CH2:38][CH2:39][CH2:40][CH2:41][CH3:42])[cH:3][c:4]2[c:5]([n:6][n:7](-[c:9]3[c:10]([OH:23])[c:11]([C:19]([CH3:20])([CH3:21])[CH3:22])[cH:12][c:13]([C:15]([CH3:16])([CH3:17])[CH3:18])[cH:14]3)[n:8]2)[cH:24][cH:25]1. Reactants: O (Water), N[C@@H](CCC(=O)O)C(=O)O (Glutamic acid), C(C1=CC=CC=C1)O (BnOH), resultant mixture, CS(=O)(=O)O (methanesulphonic acid). The solvent is C1(=CC=CC=C1)C (toluene). Run at temperature 45 celsius, time 2 hour. The product is N[C@H](C(=O)O)CCC(=O)OCC1=CC=CC=C1 ((S)-2-amino-5-(benzyloxy)-5-oxopentanoic acid). Reaction SMILES: [NH2:1][C@H:2]([C:8]([OH:10])=[O:9])[CH2:3][CH2:4][C:5]([OH:7])=[O:6].[CH2:11](O)[C:12]1[CH:17]=[CH:16][CH:15]=[CH:14][CH:13]=1.CS(O)(=O)=O.O>C1(C)C=CC=CC=1>[NH2:1][C@@H:2]([CH2:3][CH2:4][C:5]([O:7][CH2:11][C:12]1[CH:17]=[CH:16][CH:15]=[CH:14][CH:13]=1)=[O:6])[C:8]([OH:10])=[O:9]. Procedure: Glutamic acid (20 g, 0.14 mol, 1 equiv), BnOH (21.1 mls, 0.20 moles, 1.5 equiv) were dissolved in of toluene (30 ml) with stirring in a three necked RB flask. To the resultant mixture methanesulphonic acid (10.6 ml, 0.16 mol, 1.2 equiv) was added slowly whilst maintaining the temperature of the mixture at 45° C. Stirring was continued at this temperature for 2 hrs following which the mixture was cooled to 30° C. and stirred for an additional 4 hrs. Water (50 ml) was then added to the mixture and... The reactants are ClC1=CC(=CC=C1)C(=O)OO (m-chloroperbenzoic acid), C(CCCC)C=1OC=CC1 (2-pentylfuran), C([O-])([O-])=O.[Na+].[Na+] (sodium carbonate). Solvent: ClCCl (dichloromethane). Product: O=C(/C=C/C=O)CCCCC ((2E)-4-Oxo-2-nonenal). Yield: 72.6%. Reaction SMILES: [CH2:1]([C:6]1[O:7][CH:8]=[CH:9][CH:10]=1)[CH2:2][CH2:3][CH2:4][CH3:5].ClC1C=CC=C(C(OO)=[O:19])C=1.C(=O)([O-])[O-].[Na+].[Na+]>ClCCl>[O:19]=[C:6]([CH2:1][CH2:2][CH2:3][CH2:4][CH3:5])/[CH:10]=[CH:9]/[CH:8]=[O:7] |f:2.3.4|. Procedure details: 2.0 g (14.47 mmol) of 2-pentylfuran was dissolved in 60 ml of dichloromethane, and 3.84 g (14.47 mmol) of 65% m-chloroperbenzoic acid was added dropwise thereto with stirring under ice-cooling, followed by stirring for 1 hour at the same temperature. To the reaction solution was added saturated aqueous sodium carbonate and the mixture was extracted with dichloromethane. The organic layer was washed with water, dried over anhydrous magnesium sulfate, and was then concentrated under reduced pressu... Reactants: zinc alkoxide, BrCC(=O)OC (methyl bromoacetate), C[Si](Cl)(C)C (trimethylchlorosilane), [Zn] (zinc), C1(=CC=CC=C1)CCC(CCC)=O (1-phenylhexan-3-one), C(C1=CC=CC=C1)=O (benzaldehyde), CC(CCC)=O (pentan-2-one), C1(=CC=CC=C1)C=CC(CCC)=O (1-phenylhex-1-en-3-one), N12CCN(CC1)CC2 (1,4-diazabicyclo[2.2.2]octane), C[Si](Cl)(C)C (trimethylchlorosilane). Run in O1CCCC1 (tetrahydrofuran), O1CCCC1 (tetrahydrofuran). Run at temperature 50 celsius. The product is [Cl-].[Br-].[Zn+2] (zinc bromide chloride), N12CCN(CC1)CC2 (1,4-diazabicyclo[2.2.2]octane). Reaction SMILES: [Zn:1].C[Si](C)(C)[Cl:4].C1(CCC(=O)CCC)C=CC=CC=1.C(=O)C1C=CC=CC=1.CC(=O)CCC.C1(C=CC(=O)CCC)C=CC=CC=1.[Br:47]CC(OC)=O.[N:53]12[CH2:60][CH2:59][N:56]([CH2:57][CH2:58]1)[CH2:55][CH2:54]2>O1CCCC1>[Cl-:4].[Br-:47].[Zn+2:1].[N:53]12[CH2:60][CH2:59][N:56]([CH2:57][CH2:58]1)[CH2:55][CH2:54]2 |f:9.10.11|. Procedure: At room temperature, a three-neck flask equipped with a reflux condenser, internal thermometer, dropping funnel and stirrer under protective nitrogen gas was initially charged with 4.6 g of zinc powder (71 mmol) in 40 ml of tetrahydrofuran. After 1.13 ml of trimethylchlorosilane had been added, the mixture was heated to 50° C. for 15 min and 10 g of 1-phenylhexan-3-one (57 mmol, prepared by base-catalyzed aldol condensation of benzaldehyde and pentan-2-one and subsequent hydrogenation of the 1-p...